This data is from the Open Reaction Database (ORD), a public repository of structured organic reaction records. The task is: describe an organic reaction: reactants, conditions, products, and yield Starting materials: C(C)OC(C)=O.BrC=1C=C(C=C(C1)O)SC1=CC(=C(OCC(=O)O)C=C1)C ([4-(3-Bromo-5-hydroxy-phenylsulfanyl)-2-methyl-phenoxy]-acetic acid ethyl acetate), C1(=CC=CC=C1)CC#C (3-phenyl-1-propyn). The reagents and catalysts are C1=CC=C(C=C1)P(C2=CC=CC=C2)C3=CC=CC=C3.C1=CC=C(C=C1)P(C2=CC=CC=C2)C3=CC=CC=C3.Cl[Pd]Cl (bis(triphenylphosphine)palladium (II) chloride), [Cu](I)I (copper iodide). The solvent is C(C)N(CC)CC (triethylamine), CN(C)C=O (DMF). The product is C(C)OC(COC1=C(C=C(C=C1)SC1=CC(=CC(=C1)C#CC1=CC=CC=C1)O)C)=O ([4-(3-hydroxy-5-phenylethynyl-phenylsulfanyl)-2-methyl-phenoxy]-acetic Acid Ethyl Ester). Reaction SMILES: [CH2:1]([O:3][C:4](=[O:6])[CH3:5])[CH3:2].Br[C:8]1[CH:9]=[C:10]([S:15][C:16]2[CH:26]=[CH:25][C:19]([O:20]CC(O)=O)=[C:18]([CH3:27])[CH:17]=2)[CH:11]=[C:12]([OH:14])[CH:13]=1.[C:28]1([CH2:34][C:35]#C)[CH:33]=[CH:32][CH:31]=[CH:30][CH:29]=1>C(N(CC)CC)C.CN(C=O)C.C1C=CC(P(C2C=CC=CC=2)C2C=CC=CC=2)=CC=1.C1C=CC(P(C2C=CC=CC=2)C2C=CC=CC=2)=CC=1.Cl[Pd]Cl.[Cu](I)I>[CH2:1]([O:3][C:4](=[O:6])[CH2:5][O:20][C:19]1[CH:25]=[CH:26][C:16]([S:15][C:10]2[CH:9]=[C:8]([C:35]#[C:34][C:28]3[CH:33]=[CH:32][CH:31]=[CH:30][CH:29]=3)[CH:13]=[C:12]([OH:14])[CH:11]=2)=[CH:17][C:18]=1[CH3:27])[CH3:2] |f:0.1,5.6.7|. Reported procedure: [4-(3-Bromo-5-hydroxy-phenylsulfanyl)-2-methyl-phenoxy]-acetic acid ethyl acetate (3 g; 7.55 mmol), 3-phenyl-1-propyn (2.63 g; 22.65 mmol), bis(triphenylphosphine)palladium (II) chloride (0.42 g; 0.60 mmol) and copper iodide (0.086 g; 0.45 mmol) were dissolved in a mixture of triethylamine (3 mL) and DMF (6 mL) under an atmosphere of nitrogen. The reaction mixture was reacted in a microwave oven at 100° C. for 11 h. The reaction mixture was evaporated to dryness, and portioned between 5% aqueous... Starting materials: OCCNC([O-])=O (2-hydroxyethylcarbamate), [Cl-].[NH4+] (ammonium chloride), CC1=CC=C(C=C1)S(=O)(=O)O[C@@H]1[C@@H]2[C@H](OC1)[C@H](CO2)Br ((3S, 3aS, 6S, 6aS)-6-Bromohexahydrofuro[3,2-b]furan-3-yl 4-methylbenzenesulfonate), N (ammonia). Reagents/catalysts: [Zn] (Zinc), [Zn] (Zinc). Run in CO (methanol), O (water), CC(C)O (propan-2-ol), CC(C)O (propan-2-ol). Run at temperature 75 celsius, time 16 hour. The product is NC[C@@H](O)[C@H]1OCC=C1 ((R)-2-amino-1-((S)-2,5-dihydrofuran-2-yl)ethanol). RXN SMILES: [OH:1][CH2:2][CH2:3][NH:4]C(=O)[O-].[Cl-].[NH4+].CC1C=CC(S(O[C@H:21]2[CH2:25][O:24][C@@H:23]3[C@@H](Br)CO[C@H:22]23)(=O)=O)=CC=1.N>O.CC(O)C.[Zn].CO>[NH2:4][CH2:3][C@H:2]([C@@H:23]1[CH:22]=[CH:21][CH2:25][O:24]1)[OH:1] |f:1.2|. Procedure details: Preparation of Benzyl (R)-2-(S)-2,5-dihydrofuran-2-yl)-2-hydroxyethylcarbamate (18). Zinc and ‘One-pot’ procedure. A solution of ammonium chloride (600 mg, 11.2 mmol) in water (7.5 mL) was added to a solution of bromotosylate (47) (3.0 g, 8.26 mmol) in propan-2-ol (15 mL) under argon. Zinc dust (600 mg, 9.2 mmol) was then added in portions over 4 minutes and the mixture was stirred for 16 hours before filtering the suspension through celite in vacuo. The filter cake was washed with diethyl ether...